Dataset: the Open Reaction Database (ORD), a public repository of structured organic reaction records. Task: describe an organic reaction: reactants, conditions, products, and yield Starting materials: CC(=O)C1(c2ccccc2)CCNCC1, O=C([O-])[O-], CN(C)C=O, Fc1ccc2c(CCCCl)noc2c1, [I-], [K+], [K+], [K+]. Product: CC(=O)C1(c2ccccc2)CCN(CCCc2noc3cc(F)ccc23)CC1, Cl. As a reaction SMILES: [C:1]([CH3:2])(=[O:3])[C:4]1([c:10]2[cH:11][cH:12][cH:13][cH:14][cH:15]2)[CH2:5][CH2:6][NH:7][CH2:8][CH2:9]1.[C:30](=[O:31])([O-:32])[O-:33].[CH3:38][N:39]([CH3:40])[CH:41]=[O:42].[Cl:16][CH2:17][CH2:18][CH2:19][c:20]1[n:21][o:22][c:23]2[c:24]1[cH:25][cH:26][c:27]([F:29])[cH:28]2.[I-:37].[K+:34].[K+:35].[K+:36]>>[C:1]([CH3:2])(=[O:3])[C:4]1([c:10]2[cH:11][cH:12][cH:13][cH:14][cH:15]2)[CH2:5][CH2:6][N:7]([CH2:17][CH2:18][CH2:19][c:20]2[n:21][o:22][c:23]3[c:24]2[cH:25][cH:26][c:27]([F:29])[cH:28]3)[CH2:8][CH2:9]1.[ClH:16]. Reactants: ClC1=C(C=C2C(N(C(C2=C1)=O)C1CCN(CC1)CC1=CC=CC=C1)=O)S(=O)(=O)N (6-Chloro-2,3-dihydro-1,3-dioxo-2-[1-(phenylmethyl)-4-piperidinyl]-1H-isoindole-5-sulfonamide), O=C1NC(C2=CC=CC=C12)=O (1,3-dioxoisoindole), C(C)(=O)O (acetic acid), C(C)(=O)OCC (ethyl acetate), hydrochloride salt. The reagents and catalysts are [Zn] (zinc). Solvent: CO (methanol). The product is Cl.O=C1NCC2=CC=C(C=C12)S(=O)(=O)N (2,3-dihydro-3-oxo-1H-isoindole-5-sulfonamide hydrochloride), sesquihydrate. Reaction SMILES: [Cl:1][C:2]1[CH:10]=[C:9]2[C:5]([C:6](=[O:25])[N:7](C3CCN(CC4C=CC=CC=4)CC3)[C:8]2=O)=[CH:4][C:3]=1[S:26]([NH2:29])(=[O:28])=[O:27].O=C1C2C(=CC=CC=2)C(=O)N1.C(O)(=O)C.C(OCC)(=O)C>CO.[Zn]>[ClH:1].[O:25]=[C:6]1[C:5]2[C:9](=[CH:10][CH:2]=[C:3]([S:26]([NH2:29])(=[O:27])=[O:28])[CH:4]=2)[CH2:8][NH:7]1 |f:6.7|. Procedure details: Reduction of the above product (a) 1,3-dioxoisoindole (5.0 g., 0.0107 mole) with zinc and acetic acid according to the method of Example 1(c) and conversion of the free base (partially purified by trituration wih ethyl acetate) to the hydrochloride salt in methanol afforded 6-chloro-2-[1-[(4-chloro-phenyl)phenyl)methyl]-4-piperidinyl]-2,3-dihydro-3-oxo-1H-isoindole-5-sulfonamide hydrochloride as the sesquihydrate, m.p. 256°-260° (dec.). Starting materials: ClCCl, CCN=C=NCCCN(C)C, CNC(=O)C(Cc1ccccc1)NC, CCN(C(C)C)C(C)C, Cl, On1nnc2cccnc21, CN(C(=O)OC(C)(C)C)C(Cc1csc2ccccc12)C(=O)O. Product: CNC(=O)C(Cc1ccccc1)N(C)C(=O)C(Cc1csc2ccccc12)N(C)C(=O)OC(C)(C)C. As a reaction SMILES: [CH2:69]([Cl:70])[Cl:71].[CH3:35][N:36]([CH3:37])[CH2:38][CH2:39][CH2:40][N:41]=[C:42]=[N:43][CH2:44][CH3:45].[CH3:46][NH:47][C:48]([CH:49]([CH2:50][c:51]1[cH:52][cH:53][cH:54][cH:55][cH:56]1)[NH:57][CH3:58])=[O:59].[CH:60]([N:61]([CH:62]([CH3:63])[CH3:64])[CH2:65][CH3:66])([CH3:67])[CH3:68].[ClH:34].[OH:24][n:25]1[c:26]2[n:27][cH:28][cH:29][cH:30][c:31]2[n:32][n:33]1.[s:1]1[c:2]2[c:3]([c:4]([CH2:6][CH:7]([C:8](=[O:9])[OH:10])[N:11]([CH3:12])[C:13](=[O:14])[O:15][C:16]([CH3:17])([CH3:18])[CH3:19])[cH:5]1)[cH:20][cH:21][cH:22][cH:23]2>>[s:1]1[c:2]2[c:3]([c:4]([CH2:6][CH:7]([C:8](=[O:9])[N:57]([CH:49]([C:48]([NH:47][CH3:46])=[O:59])[CH2:50][c:51]3[cH:52][cH:53][cH:54][cH:55][cH:56]3)[CH3:58])[N:11]([CH3:12])[C:13](=[O:14])[O:15][C:16]([CH3:17])([CH3:18])[CH3:19])[cH:5]1)[cH:20][cH:21][cH:22][cH:23]2. Starting materials: COc1ccc(C(=O)c2ccc(Cl)c(S(=O)(=O)NCCc3ccccc3)c2)cc1, NCCc1ccc(F)cc1. The product is COc1ccc(C(=O)c2ccc(Cl)c(S(=O)(=O)NCCc3ccc(F)cc3)c2)cc1. As a reaction SMILES: [Cl:1][c:2]1[c:3]([S:18](=[O:19])(=[O:20])[NH:21][CH2:22][CH2:23][c:24]2[cH:25][cH:26][cH:27][cH:28][cH:29]2)[cH:4][c:5]([C:8]([c:9]2[cH:10][cH:11][c:12]([O:15][CH3:16])[cH:13][cH:14]2)=[O:17])[cH:6][cH:7]1.[F:30][c:31]1[cH:32][cH:33][c:34]([CH2:35][CH2:36][NH2:37])[cH:38][cH:39]1>>[Cl:1][c:2]1[c:3]([S:18](=[O:19])(=[O:20])[NH:21][CH2:22][CH2:23][c:24]2[cH:25][cH:26][c:27]([F:30])[cH:28][cH:29]2)[cH:4][c:5]([C:8]([c:9]2[cH:10][cH:11][c:12]([O:15][CH3:16])[cH:13][cH:14]2)=[O:17])[cH:6][cH:7]1. Yields the product BrC=1C=CC(=C(C(=O)OCC2=C(C=C(C=C2)F)F)C1)OCC1=C(C=C(C=C1)F)F ((2,4-Difluorophenyl)methyl 5-bromo-2-{[(2,4-difluorophenyl)methyl]oxy}benzoate). RXN SMILES: [Br:1][C:2]1[CH:3]=[CH:4][C:5]([OH:11])=[C:6]([CH:10]=1)[C:7]([OH:9])=[O:8].C(=O)([O-])[O-].[K+].[K+].Br[CH2:19][C:20]1[CH:25]=[CH:24][C:23]([F:26])=[CH:22][C:21]=1[F:27]>CC(C)=O>[Br:1][C:2]1[CH:3]=[CH:4][C:5]([O:11][CH2:19][C:20]2[CH:25]=[CH:24][C:23]([F:26])=[CH:22][C:21]=2[F:27])=[C:6]([CH:10]=1)[C:7]([O:9][CH2:19][C:20]1[CH:25]=[CH:24][C:23]([F:26])=[CH:22][C:21]=1[F:27])=[O:8] |f:1.2.3|. Procedure: To a solution of 5-bromo-2-hydroxybenzoic acid (2.5 g, 11.52 mmol) in acetone (100 ml) was added potassium carbonate (3.98 g, 28.8 mmol) and 1-(bromomethyl)-2,4-difluorobenzene (3.25 ml, 25.3 mmol). The mixture was heated to reflux for 4 hours. On cooling the mixture was filtered to remove the carbonate, the solid was washed with acetone (50 ml). The organics were evaporated under reduced pressure to give a white solid 5.39 g. No attempt was made to purify this compound it was taken on as is. The yield is 99.7%. Starting materials: BrC=1C=CC(=C(C(=O)O)C1)O (5-bromo-2-hydroxybenzoic acid), C([O-])([O-])=O.[K+].[K+] (potassium carbonate), BrCC1=C(C=C(C=C1)F)F (1-(bromomethyl)-2,4-difluorobenzene). Run in CC(=O)C (acetone).